This data is from the Open Reaction Database (ORD), a public repository of structured organic reaction records. The task is: describe an organic reaction: reactants, conditions, products, and yield The reactants are Clc1nc(N2CCOCC2)c2ncnc(SCc3ccccc3)c2n1, CC(O)CN1CCNCC1. The product is CC(O)CN1CCN(c2nc(N3CCOCC3)c3ncnc(SCc4ccccc4)c3n2)CC1. Reaction SMILES: [CH2:1]([c:2]1[cH:3][cH:4][cH:5][cH:6][cH:7]1)[S:8][c:9]1[n:10][cH:11][n:12][c:13]2[c:14]1[n:15][c:16]([Cl:25])[n:17][c:18]2[N:19]1[CH2:20][CH2:21][O:22][CH2:23][CH2:24]1.[OH:26][CH:27]([CH2:28][N:29]1[CH2:30][CH2:31][NH:32][CH2:33][CH2:34]1)[CH3:35]>>[CH2:1]([c:2]1[cH:3][cH:4][cH:5][cH:6][cH:7]1)[S:8][c:9]1[n:10][cH:11][n:12][c:13]2[c:14]1[n:15][c:16]([N:32]1[CH2:31][CH2:30][N:29]([CH2:28][CH:27]([OH:26])[CH3:35])[CH2:34][CH2:33]1)[n:17][c:18]2[N:19]1[CH2:20][CH2:21][O:22][CH2:23][CH2:24]1. Starting materials: C(=O)([O-])[O-].[Na+].[Na+] (Na2CO3), N(=O)[O-].[Na+] (Sodium nitrite), [N+](=O)(O)[O-] (HNO3), NN1C(=NN=C1N1N=CC=C1)S (4-amino-3-mercapto-5-(1-pyrazolyl)-1,2,4-triazole). The solvent is O (H2O). Yields the product SC1=NNC(=N1)N1N=CC=C1 (3-mercapto-5(1-pyrazolyl)-1,2,4-triazole). Isolated yield 50.1%. As a reaction SMILES: N([O-])=O.[Na+].[N+]([O-])(O)=O.N[N:10]1[C:14]([N:15]2[CH:19]=[CH:18][CH:17]=[N:16]2)=[N:13][N:12]=[C:11]1[SH:20].C([O-])([O-])=O.[Na+].[Na+]>O>[SH:20][C:11]1[N:10]=[C:14]([N:15]2[CH:19]=[CH:18][CH:17]=[N:16]2)[NH:13][N:12]=1 |f:0.1,4.5.6|. Procedure details: Sodium nitrite (0.4 g) was added to 25 ml of conc HNO3 and 75 ml H2O (after R. A. Henry and W. G. Finnegan, J. Am. Chem. Soc., 76, 290 (1954) and C. A. Amsworth and R. G. Jones J. Am. Chem. Soc., 75, 4915 (1953). Solid 4-amino-3-mercapto-5-(1-pyrazolyl)-1,2,4-triazole (5 g) was added in small batches with stirring while keeping the temperature below 40° C. After addition, the solution was stirred for 20 minutes and made basic by the addition of 15% aq. Na2CO3. The yellow solution was filtered an... Starting materials: mixture, C(C)OC1OC=2CCCC(C2C1)=O (2-ethoxy-4-oxo-2,3,4,5,6,7-hexahydrocoumarone), C(C)OC(CC1C(CCCC1=O)=O)OCC (2-(2',2'-diethoxyethyl)-1,3-cyclohexanedione), liquid, N (ammonia), )/( 2 ). The solvent is CO (methanol). Conditions: temperature 100 celsius, time 16 hour. Product: O=C1C=2C=CNC2CCC1 (4-oxo-4,5,6,7-tetrahydroindole). The yield is 49.0%. As a reaction SMILES: C(O[CH:4]1[CH2:12][C:11]2[C:10](=O)[CH2:9][CH2:8][CH2:7][C:6]=2[O:5]1)C.C(OC(OCC)CC1C(=O)CCCC1=O)C.[NH3:30]>CO>[O:5]=[C:6]1[CH2:7][CH2:8][CH2:9][C:10]2[NH:30][CH:4]=[CH:12][C:11]1=2. Reported procedure: The reactions of Examples 1 and 3 were respectively repeated and the reaction products were admixed in a molar (1)/(2) ratio of 87.6:12.4. Then, 1014 mg of this mixture of 2-ethoxy-4-oxo-2,3,4,5,6,7-hexahydrocoumarone and 2-(2',2'-diethoxyethyl)-1,3-cyclohexanedione, 1.7 ml of liquid ammonia and 5.5 ml of methanol were admixed in a glass tube which was sealed and heated at 100° C. for 1 hour and, then, at 150° C. for 16 hours. The above procedure provided 357.6 mg of 4-oxo-4,5,6,7-tetrahydroindo... Reactants: COC(C=1C(C(=O)OC)=C(C=CC1)NCC=1OC(=CC1)C(=O)O)=O (3-[(5-Carboxy-furan-2-ylmethyl)-amino]-phthalic acid dimethyl ester), COCCNC1=C(C(C(=O)O)=CC=C1)C(=O)O (3-(2-methoxy-ethylamino)-phthalic acid), diacid, monomethyl esters. Product: C(=O)(O)C1=CC=C(O1)CNC1=C(C(C(=O)O)=CC=C1)C(=O)O (3-[(5-Carboxy-furan-2-ylmethyl)-amino]-phthalic acid). As a reaction SMILES: C[O:2][C:3](=[O:24])[C:4]1[C:5](=[C:10]([NH:14][CH2:15][C:16]2[O:17][C:18]([C:21]([OH:23])=[O:22])=[CH:19][CH:20]=2)[CH:11]=[CH:12][CH:13]=1)[C:6]([O:8]C)=[O:7].COCCNC1C=CC=C(C(O)=O)C=1C(O)=O>>[C:21]([C:18]1[O:17][C:16]([CH2:15][NH:14][C:10]2[CH:11]=[CH:12][CH:13]=[C:4]([C:3]([OH:24])=[O:2])[C:5]=2[C:6]([OH:8])=[O:7])=[CH:20][CH:19]=1)([OH:23])=[O:22]. Procedure: 3-[(5-Carboxy-furan-2-ylmethyl)-amino]-phthalic acid dimethyl ester (0.90 g, 2.70 mmol) was treated in the same manner as described above for the synthesis of 3-(2-methoxy-ethylamino)-phthalic acid. The product of the reaction, which contained a mixture of diacid and monomethyl esters, was used without further purification. The solvent is C(C)(=O)OCC (ethyl acetate), O (Water), O1CCCC1 (tetrahydrofuran). Procedure details: Under a nitrogen atmosphere and under ice-cooling, diisopropylazodicarboxylate (1.36 mL) was added dropwise in a tetrahydrofuran solution containing (R)-1-[(3R,5R)-5-(4-chlorophenyl)morpholin-3-yl]ethanol (903 mg), triphenylphosphine (1.81 g), and 4-nitrobenzoic acid (1.16 g). Stirring was continued for 30 minutes at the same temperature and for 2 hours at room temperature. Water and ethyl acetate was added to the reaction solution, and the organic layer was partitioned. The organic layer was wa... Yield: 100.0%. Conditions: time 2 hour. Yields the product ClC1=CC=C(C=C1)[C@@H]1COC[C@@H](N1)[C@H](C)OC(C1=CC=C(C=C1)[N+](=O)[O-])=O (4-nitrobenzoic acid (S)-1-[(3R,5R)-5-(4-chlorophenyl)morpholin-3-yl]ethyl ester). As a reaction SMILES: CC(OC(/N=N/C(OC(C)C)=O)=O)C.[Cl:15][C:16]1[CH:21]=[CH:20][C:19]([C@H:22]2[NH:27][C@@H:26]([C@H:28]([OH:30])[CH3:29])[CH2:25][O:24][CH2:23]2)=[CH:18][CH:17]=1.C1(P(C2C=CC=CC=2)C2C=CC=CC=2)C=CC=CC=1.[N+:50]([C:53]1[CH:61]=[CH:60][C:56]([C:57](O)=[O:58])=[CH:55][CH:54]=1)([O-:52])=[O:51]>C(OCC)(=O)C.O.O1CCCC1>[Cl:15][C:16]1[CH:17]=[CH:18][C:19]([C@H:22]2[NH:27][C@@H:26]([C@@H:28]([O:30][C:57](=[O:58])[C:56]3[CH:55]=[CH:54][C:53]([N+:50]([O-:52])=[O:51])=[CH:61][CH:60]=3)[CH3:29])[CH2:25][O:24][CH2:23]2)=[CH:20][CH:21]=1. The reactants are ClC1=CC=C(C=C1)[C@@H]1COC[C@@H](N1)[C@@H](C)O ((R)-1-[(3R,5R)-5-(4-chlorophenyl)morpholin-3-yl]ethanol), C1(=CC=CC=C1)P(C1=CC=CC=C1)C1=CC=CC=C1 (triphenylphosphine), [N+](=O)([O-])C1=CC=C(C(=O)O)C=C1 (4-nitrobenzoic acid), CC(C)OC(=O)/N=N/C(=O)OC(C)C (diisopropylazodicarboxylate). Reactants: O(C1=CC=C(N)C=C1)C1=CC=C(N)C=C1 (4,4'-Oxydianiline), NC=1C=C(OC2=CC(=CC=C2)OC2=CC(=CC=C2)N)C=CC1 (1,3-bis(3-aminophenoxy)benzene), C1(C=2C(C(N1)=O)=CC=CC2)=O (phthalimide), Pyromellitic dianhydride, C1(C=2C(C(=O)O1)=CC=CC2)=O (phthalic anhydride), solids. Run in CN1C(CCC1)=O (N-methylpyrrolidinone), CN1C(CCC1)=O (NMP). Run at temperature 25 celsius, time 6 hour. Yields the product C1=CC=C(C(=C1)C(=O)N)C(=O)O (phthalamide acid). RXN SMILES: [C:1]1(=[O:11])[NH:5][C:4](=[O:6])[C:3]2=[CH:7][CH:8]=[CH:9][CH:10]=[C:2]12.[O:12](C1C=CC(N)=CC=1)C1C=CC(N)=CC=1.NC1C=C(C=CC=1)OC1C=CC=C(OC2C=CC=C(N)C=2)C=1.C1(=O)OC(=O)C2=CC=CC=C12>CN1CCCC1=O>[CH:8]1[CH:7]=[C:3]([C:4]([NH2:5])=[O:6])[C:2]([C:1]([OH:11])=[O:12])=[CH:10][CH:9]=1. Procedure details: The following example illustrates the synthesis of a phthalimide-terminated imide oligomer with theoretical number average molecular weight of 12,000 g/mole. 4,4'-Oxydianiline (4,4'-ODA) (20.00 mmole, 4.0049 g) and 1,3-bis(3-aminophenoxy)benzene (APB) (20.00 mmole, 5.8467 g) were dissolved in N-methylpyrrolidinone (NMP) (~35 mL) in a flask equipped with a mechanical stirrer, condenser and nitrogen inlet. Pyromellitic dianhydride (PMDA) (38.596 mmole, 8.4187 g) and phthalic anhydride (PA) (2.808 ... The reactants are COCOCCCON1C(C=2C(C1=O)=CC=CC2)=O (N[3-(methoxymethoxy)propoxy]phthalimide), CNN (N-methylhydrazine). Solvent: ClCCl (dichloromethane). Run at time 2 hour. The product is COCOCCCON (3-Methoxymethoxypropoxyamine). The yield is 47.9%. RXN SMILES: [CH3:1][O:2][CH2:3][O:4][CH2:5][CH2:6][CH2:7][O:8][N:9]1C(=O)C2=CC=CC=C2C1=O.CNN>ClCCl>[CH3:1][O:2][CH2:3][O:4][CH2:5][CH2:6][CH2:7][O:8][NH2:9]. Reported procedure: A solution of N[3-(methoxymethoxy)propoxy]phthalimide (4.5 g, 17 mmol) in dry dichloromethane (50 ml) was cooled to 0°-5° and treated with N-methylhydrazine (1.2 g, 26 mmol). The reaction mixture was stirred for 2 hr then filtered and the filtrate was evaporated in vacuo. The residue was purified by column chromatography on silica eluting with hexane:ethyl acetate (60:40) to give the title compound as a colourless oil (1.1 g, 50%). νmax (Film) 3310, 3240, 3160, 2960, 2910, 1590, 1465, and 1380 c... Reactants: CC=1C=2N(C=CC1)C=CN2 (8-methylimidazo[1,2-a]pyridine). Reagents/catalysts: [Ni] (Raney nickel). Run in C(CCC)O (1-butanol). Reaction conditions: temperature 65 celsius, time 4 day. Product: CC1C=2N(CCC1)C=CN2 (8-methyl-5,6,7,8-tetrahydroimidazo[1,2-a]pyridine). Isolated yield 79.9%. Reaction SMILES: [CH3:1][C:2]1[C:3]2[N:4]([CH:8]=[CH:9][N:10]=2)[CH:5]=[CH:6][CH:7]=1>C(O)CCC.[Ni]>[CH3:1][CH:2]1[CH2:7][CH2:6][CH2:5][N:4]2[CH:8]=[CH:9][N:10]=[C:3]12. Procedure: 1 g of 8-methylimidazo[1,2-a]pyridine [3-1] was dissolved in 20 mL of 1-butanol, and a catalytic amount of Raney nickel of was added thereto. The mixture was stirred under a hydrogen atmosphere (5 atmospheric pressure) at 65° C. for 4 days. After cooling the reaction mixture back to room temperature, the insolubles were filtered through celite, and washed with methanol. The filtrate was concentrated under reduced pressure, and the residue was purified by silica gel column chromatography, to obta... Reactants: NC=1C=CC(=NC1)C1CCC(CC1)=O (4-(5-aminopyridin-2-yl)cyclohexanone), N1CC(C1)NC(CNC1=NC=NC2=CC=C(C=C12)C(F)(F)F)=O (N-(azetidin-3-yl)-2-((6-(trifluoromethyl)quinazolin-4-yl)amino)acetamide), BrC1=CC=C(C=N1)N (6-bromopyridin-3-amine), CC1(OB(OC1(C)C)C1=CCC2(OCCO2)CC1)C (8-(4,4,5,5-Tetramethyl-[1,3,2]dioxaborolan-2-yl)-1,4-dioxa-spiro[4.5]dec-7-ene), [BH-](OC(=O)C)(OC(=O)C)OC(=O)C.[Na+] (NaBH(OAc)3). The product is NC=1C=CC(=NC1)C1CCC(CC1)N1CC(C1)NC(CNC1=NC=NC2=CC=C(C=C12)C(F)(F)F)=O (N-(1-(4-(5-aminopyridin-2-yl)cyclohexyl)azetidin-3-yl)-2-((6-(trifluoromethyl)quinazolin-4-yl)amino)acetamide). As a reaction SMILES: [NH2:1][C:2]1[CH:3]=[CH:4][C:5]([CH:8]2[CH2:13][CH2:12][C:11](=O)[CH2:10][CH2:9]2)=[N:6][CH:7]=1.BrC1N=CC(N)=CC=1.CC1(C)C(C)(C)OB(C2CCC3(OCCO3)CC=2)O1.[NH:42]1[CH2:45][CH:44]([NH:46][C:47](=[O:64])[CH2:48][NH:49][C:50]2[C:59]3[C:54](=[CH:55][CH:56]=[C:57]([C:60]([F:63])([F:62])[F:61])[CH:58]=3)[N:53]=[CH:52][N:51]=2)[CH2:43]1.[BH-](OC(C)=O)(OC(C)=O)OC(C)=O.[Na+]>>[NH2:1][C:2]1[CH:3]=[CH:4][C:5]([CH:8]2[CH2:13][CH2:12][CH:11]([N:42]3[CH2:43][CH:44]([NH:46][C:47](=[O:64])[CH2:48][NH:49][C:50]4[C:59]5[C:54](=[CH:55][CH:56]=[C:57]([C:60]([F:61])([F:63])[F:62])[CH:58]=5)[N:53]=[CH:52][N:51]=4)[CH2:45]3)[CH2:10][CH2:9]2)=[N:6][CH:7]=1 |f:4.5|. Procedure details: Reaction of 4-(5-aminopyridin-2-yl)cyclohexanone (prepared by the reaction of 6-bromopyridin-3-amine with 8-(4,4,5,5-Tetramethyl-[1,3,2]dioxaborolan-2-yl)-1,4-dioxa-spiro[4.5]dec-7-ene using the sequence described in Example 1 Step A-C) with N-(azetidin-3-yl)-2-((6-(trifluoromethyl)quinazolin-4-yl)amino)acetamide (as prepared in Example 1 Step G) in the presence of TEA and NaBH(OAc)3 as described in Example 1, Step H afforded the product. The reactants are CS(=O)(=O)Cl, O, CN(C)CCC1CNc2cc(OCc3ccc(-c4ccccc4)cc3)ccc2C1, c1ccncc1. Product: Cl, CN(C)CCC1Cc2ccc(OCc3ccc(-c4ccccc4)cc3)cc2N(S(C)(=O)=O)C1. As a reaction SMILES: [CH3:30][S:31]([Cl:32])(=[O:33])=[O:34].[OH2:41].[c:1]1(-[c:24]2[cH:25][cH:26][cH:27][cH:28][cH:29]2)[cH:2][cH:3][c:4]([CH2:7][O:8][c:9]2[cH:10][cH:11][c:12]3[c:17]([cH:18]2)[NH:16][CH2:15][CH:14]([CH2:19][CH2:20][N:21]([CH3:22])[CH3:23])[CH2:13]3)[cH:5][cH:6]1.[cH:35]1[cH:36][cH:37][n:38][cH:39][cH:40]1>>[ClH:32].[c:1]1(-[c:24]2[cH:25][cH:26][cH:27][cH:28][cH:29]2)[cH:2][cH:3][c:4]([CH2:7][O:8][c:9]2[cH:10][cH:11][c:12]3[c:17]([cH:18]2)[N:16]([S:31]([CH3:30])(=[O:33])=[O:34])[CH2:15][CH:14]([CH2:19][CH2:20][N:21]([CH3:22])[CH3:23])[CH2:13]3)[cH:5][cH:6]1.